describe an organic reaction: reactants, conditions, products, and yield From a dataset of the Open Reaction Database (ORD), a public repository of structured organic reaction records. Reactants: N1=CC(=CC=C1)C1=NC2=CC=CC=C2C(=N1)C(=O)O (2-(3-pyridinyl)quinazoline-4-carboxylic acid), Cl.COC1=C2CCNCC2=CC=C1OC (5,6-dimethoxy-1,2,3,4-tetrahydroisoquinoline hydrochloride). Yields the product N1=CC(=CC=C1)C1=NC2=CC=CC=C2C(=N1)C(=O)N1CC2=CC=C(C(=C2CC1)OC)OC (2-[[2-(3-pyridinyl)quinazolin-4-yl]carbonyl]-5,6-dimethoxy-1,2,3,4-tetrahydroisoquinoline). The yield is 7.0%. RXN SMILES: [N:1]1[CH:6]=[CH:5][CH:4]=[C:3]([C:7]2[N:16]=[C:15]([C:17]([OH:19])=O)[C:14]3[C:9](=[CH:10][CH:11]=[CH:12][CH:13]=3)[N:8]=2)[CH:2]=1.Cl.[CH3:21][O:22][C:23]1[C:32]([O:33][CH3:34])=[CH:31][CH:30]=[C:29]2[C:24]=1[CH2:25][CH2:26][NH:27][CH2:28]2>>[N:1]1[CH:6]=[CH:5][CH:4]=[C:3]([C:7]2[N:16]=[C:15]([C:17]([N:27]3[CH2:26][CH2:25][C:24]4[C:29](=[CH:30][CH:31]=[C:32]([O:33][CH3:34])[C:23]=4[O:22][CH3:21])[CH2:28]3)=[O:19])[C:14]3[C:9](=[CH:10][CH:11]=[CH:12][CH:13]=3)[N:8]=2)[CH:2]=1 |f:1.2|. Procedure: Reaction of 2-(3-pyridinyl)quinazoline-4-carboxylic acid with 5,6-dimethoxy-1,2,3,4-tetrahydroisoquinoline hydrochloride gave compound 86 (7% yield) as a white solid. 1H NMR (300 MHz, DMSO-d6) δ 2.73 and 2.99 (2t, 2H), 3.51 and 4.03 (2t, 2H), 3.68-3.81 (4s, 6H), 4.44 and 4.94 (2s, 2H), 6.62 and 7.01 (2d, 1H), 6.80 and 7.08 (2d, 1H), 7.59-8.22 (m, 5H), 8.76-8.83 (m, 2H), 9.61-9.66 (m, 1H); MS (ESI) m/z 427 ([M+H]+).